The task is: describe an organic reaction: reactants, conditions, products, and yield. This data is from the Open Reaction Database (ORD), a public repository of structured organic reaction records. Reactants: BrC1=C(C=CC(=C1)F)[N+](=O)[O-] (1-bromo 5-fluoro 2-nitrobenzene), ClC1=C(C=CC(=C1)Cl)B(O)O (2,4-dichloro benzeneboronicacid), C([O-])([O-])=O.[Na+].[Na+] (sodiumcarbonate). The reagents and catalysts are [Pd].C1(=CC=CC=C1)P(C1=CC=CC=C1)C1=CC=CC=C1.C1(=CC=CC=C1)P(C1=CC=CC=C1)C1=CC=CC=C1.C1(=CC=CC=C1)P(C1=CC=CC=C1)C1=CC=CC=C1.C1(=CC=CC=C1)P(C1=CC=CC=C1)C1=CC=CC=C1 (Tetrakis(triphenylphosphine)-palladium(0)). The solvent is C1=CC=CC=C1 (benzene), O (water). Conditions: temperature 75 celsius. The product is ClC1=C(C=CC(=C1)Cl)C1=C(C=CC(=C1)F)[N+](=O)[O-] (2-(2,4-dichlorophenyl)-4-fluoro-1-nitrobenzene). As a reaction SMILES: Br[C:2]1[CH:7]=[C:6]([F:8])[CH:5]=[CH:4][C:3]=1[N+:9]([O-:11])=[O:10].[Cl:12][C:13]1[CH:18]=[C:17]([Cl:19])[CH:16]=[CH:15][C:14]=1B(O)O.C(=O)([O-])[O-].[Na+].[Na+]>C1C=CC=CC=1.O.[Pd].C1(P(C2C=CC=CC=2)C2C=CC=CC=2)C=CC=CC=1.C1(P(C2C=CC=CC=2)C2C=CC=CC=2)C=CC=CC=1.C1(P(C2C=CC=CC=2)C2C=CC=CC=2)C=CC=CC=1.C1(P(C2C=CC=CC=2)C2C=CC=CC=2)C=CC=CC=1>[Cl:12][C:13]1[CH:18]=[C:17]([Cl:19])[CH:16]=[CH:15][C:14]=1[C:2]1[CH:7]=[C:6]([F:8])[CH:5]=[CH:4][C:3]=1[N+:9]([O-:11])=[O:10] |f:2.3.4,7.8.9.10.11|. Procedure: The mixture containing 1-bromo 5-fluoro 2-nitrobenzene (1 g, 4.5 mmol), 2,4-dichloro benzeneboronicacid (907 mg, 4.7 mmol), sodiumcarbonate (1.44 g, 13.5 mmol) in benzene and 3 ml of water was purged with nitrogen for 30 mins. Tetrakis(triphenylphosphine)-palladium(0) (264 mgs, 0.2 mmol) was added to the mixture and was heated to 75° C. overnight. The reaction mixture was partitioned between ethyl acetate and water. Organic layer was separated and washed with brine, dried (MgSO4), filtered and c... Starting materials: C([O-])(O)=O.[Na+] (sodium bicarbonate), N[C@@H]1[C@@H](CCC1)C(=O)OC (methyl (1R,2S)-2-aminocyclopentanecarboxylate), FC1=C(C=C(C=O)C=C1)C (4-fluoro-3-methyl-benzaldehyde), C(#N)[BH3-].[Na+] (sodium cyanoborohydride). The solvent is C(C)(=O)OCC (ethyl acetate), CO (methanol), C(C)(=O)O (acetic acid). Run at time 10 minute. Yields the product FC1=C(C=C(CN[C@@H]2[C@@H](CCC2)C(=O)OC)C=C1)C (methyl (1R,2S)-2-[(4-fluoro-3-methylbenzyl)amino]cyclopentanecarboxylate). Isolated yield 79.7%. RXN SMILES: [NH2:1][C@H:2]1[CH2:6][CH2:5][CH2:4][C@H:3]1[C:7]([O:9][CH3:10])=[O:8].[F:11][C:12]1[CH:19]=[CH:18][C:15]([CH:16]=O)=[CH:14][C:13]=1[CH3:20].C([BH3-])#N.[Na+].C(=O)(O)[O-].[Na+]>CO.C(OCC)(=O)C.C(O)(=O)C>[F:11][C:12]1[CH:19]=[CH:18][C:15]([CH2:16][NH:1][C@H:2]2[CH2:6][CH2:5][CH2:4][C@H:3]2[C:7]([O:9][CH3:10])=[O:8])=[CH:14][C:13]=1[CH3:20] |f:2.3,4.5|. Reported procedure: To a stirred solution of methyl (1R,2S)-2-aminocyclopentanecarboxylate (310 mg, 2.17 mmol) in methanol (10 mL) under a nitrogen atmosphere, 4-fluoro-3-methyl-benzaldehyde (0.27 mL, 2.17 mmol) was added. The mixture was stirred for 10 min, and then acetic acid (0.4 mL) was added followed by sodium cyanoborohydride (340 mg, 5.42 mmol). The resulting mixture was stirred at 25° C. for 16 h, and then poured into a mixture of saturated aqueous sodium bicarbonate solution (50 mL) and ethyl acetate (100...